This data is from the Open Reaction Database (ORD), a public repository of structured organic reaction records. The task is: describe an organic reaction: reactants, conditions, products, and yield Reactants: ClC1=C(C(=O)O)C=CC(=C1)[N+](=O)[O-] (2-chloro-4-nitrobenzoic acid), C1(=CC=CC=C1)O (phenol), C[O-].[Na+] (NaOMe). Solvent: CO (MeOH), CO (MeOH). Conditions: temperature 180 celsius. The product is O(C1=CC=CC=C1)C1=C(C(=O)O)C=CC(=C1)[N+](=O)[O-] (2-Phenoxy-4-nitrobenzoic Acid). The yield is 120.4%. RXN SMILES: Cl[C:2]1[CH:10]=[C:9]([N+:11]([O-:13])=[O:12])[CH:8]=[CH:7][C:3]=1[C:4]([OH:6])=[O:5].[C:14]1([OH:20])[CH:19]=[CH:18][CH:17]=[CH:16][CH:15]=1.C[O-].[Na+]>CO>[O:20]([C:2]1[CH:10]=[C:9]([N+:11]([O-:13])=[O:12])[CH:8]=[CH:7][C:3]=1[C:4]([OH:6])=[O:5])[C:14]1[CH:19]=[CH:18][CH:17]=[CH:16][CH:15]=1 |f:2.3|. Procedure details: To a stirred solution of 2-chloro-4-nitrobenzoic acid (3 g, 14.9 mmole) and phenol (3 g, 31.9 mmole) in MeOH (20 mL) was added a solution of NaOMe in MeOH (25 wt %, 9 mL, 39.4 mmole). After 15 minutes the solution was concentrated to dryness and the residue was taken up in dimethylacetamide (50 mL). Copper powder (100 mg) was added and the mixture was heated at reflux with stirring (180° C. oil bath). After 1 hr the reaction was cooled to RT, acidified with 1.0 N HCl (40 mL), and extracted with ... Starting materials: FC(S(=O)(=O)OC=1C=C2C(=CC1)OC1=NC=C(C=C1[C@@]21N=C(OC1)N)C#CC(C)(C)OC)(F)F ((S)-2′-amino-3-(3-methoxy-3-methylbut-1-ynyl)-5′H-spiro[chromeno[2,3-b]pyridine-5,4′-oxazole]-7-yl trifluoromethanesulfonate), N1=CC(=CC=C1)B(O)O (pyridin-3-ylboronic acid), CN(C)C=O (DMF), C([O-])([O-])=O.[K+].[K+] (potassium carbonate), aq. solution. Reagents/catalysts: C=1C=CC(=CC1)[P](C=2C=CC=CC2)(C=3C=CC=CC3)[Pd]([P](C=4C=CC=CC4)(C=5C=CC=CC5)C=6C=CC=CC6)([P](C=7C=CC=CC7)(C=8C=CC=CC8)C=9C=CC=CC9)[P](C=1C=CC=CC1)(C=1C=CC=CC1)C=1C=CC=CC1 (tetrakis(triphenylphosphine)palladium). Run in O (water). Reaction conditions: temperature 70 celsius. Yields the product COC(C#CC=1C=C2C(=NC1)OC1=CC=C(C=C1[C@]21N=C(OC1)N)C=1C=NC=CC1)(C)C ((S)-3-(3-methoxy-3-methylbut-1-ynyl)-7-(pyridin-3-yl)-5′H-spiro[chromeno[2,3-b]pyridine-5,4′-oxazol]-2′-amine). Reaction SMILES: FC(F)(F)S(O[C:7]1[CH:8]=[C:9]2[C@@:20]3([CH2:24][O:23][C:22]([NH2:25])=[N:21]3)[C:19]3[C:14](=[N:15][CH:16]=[C:17]([C:26]#[C:27][C:28]([O:31][CH3:32])([CH3:30])[CH3:29])[CH:18]=3)[O:13][C:10]2=[CH:11][CH:12]=1)(=O)=O.[N:35]1[CH:40]=[CH:39][CH:38]=[C:37](B(O)O)[CH:36]=1.CN(C=O)C.C(=O)([O-])[O-].[K+].[K+]>O.C1C=CC([P]([Pd]([P](C2C=CC=CC=2)(C2C=CC=CC=2)C2C=CC=CC=2)([P](C2C=CC=CC=2)(C2C=CC=CC=2)C2C=CC=CC=2)[P](C2C=CC=CC=2)(C2C=CC=CC=2)C2C=CC=CC=2)(C2C=CC=CC=2)C2C=CC=CC=2)=CC=1>[CH3:32][O:31][C:28]([CH3:30])([CH3:29])[C:27]#[C:26][C:17]1[CH:18]=[C:19]2[C@:20]3([CH2:24][O:23][C:22]([NH2:25])=[N:21]3)[C:9]3[C:10](=[CH:11][CH:12]=[C:7]([C:37]4[CH:36]=[N:35][CH:40]=[CH:39][CH:38]=4)[CH:8]=3)[O:13][C:14]2=[N:15][CH:16]=1 |f:3.4.5,^1:59,61,80,99|. Procedure details: A vial was charged with (S)-2′-amino-3-(3-methoxy-3-methylbut-1-ynyl)-5′H-spiro[chromeno[2,3-b]pyridine-5,4′-oxazole]-7-yl trifluoromethanesulfonate (104 mg, 0.210 mmol), pyridin-3-ylboronic acid (77 mg, 0.629 mmol), and tetrakis(triphenylphosphine)palladium (24.22 mg, 0.021 mmol). The vial was purged with Ar (g), then DMF (1048 μL) and potassium carbonate (524 μL, 1.048 mmol) (as a 2.0 M aq. solution) were added in sequence. The vial was capped and heated in a Biotage Initiator microwave reacto... Starting materials: COCCCNC1=C(C=NC(=C1)C(C)C)C(=O)N([C@@H]1CN(C[C@@H](C1)C(=O)N1CCOCC1)C(=O)OC(C)(C)C)CC(C)C (tert-Butyl (3S,5R)-3-[({4-[(3-methoxypropyl)amino]-6-(1-methylethyl)pyridin-3-yl}carbonyl)(2-methylpropyl)amino]-5-(morpholin-4-ylcarbonyl)piperidine-1-carboxylate), C(C)(=O)OCC.Cl (hydrogen chloride-ethyl acetate). Reaction conditions: time 15 hour. Product: Cl.Cl.COCCCNC1=C(C=NC(=C1)C(C)C)C(=O)N([C@@H]1CNC[C@@H](C1)C(=O)N1CCOCC1)CC(C)C (4-[(3-methoxypropyl)amino]-6-(1-methylethyl)-N-(2-methylpropyl)-N-[(3S,5R)-5-(morpholin-4-ylcarbonyl)piperidin-3-yl]pyridine-3-carboxamide dihydrochloride). As a reaction SMILES: [CH3:1][O:2][CH2:3][CH2:4][CH2:5][NH:6][C:7]1[CH:12]=[C:11]([CH:13]([CH3:15])[CH3:14])[N:10]=[CH:9][C:8]=1[C:16]([N:18]([CH2:40][CH:41]([CH3:43])[CH3:42])[C@H:19]1[CH2:24][C@@H:23]([C:25]([N:27]2[CH2:32][CH2:31][O:30][CH2:29][CH2:28]2)=[O:26])[CH2:22][N:21](C(OC(C)(C)C)=O)[CH2:20]1)=[O:17].C(OCC)(=O)C.[ClH:50]>>[ClH:50].[ClH:50].[CH3:1][O:2][CH2:3][CH2:4][CH2:5][NH:6][C:7]1[CH:12]=[C:11]([CH:13]([CH3:15])[CH3:14])[N:10]=[CH:9][C:8]=1[C:16]([N:18]([CH2:40][CH:41]([CH3:43])[CH3:42])[C@H:19]1[CH2:24][C@@H:23]([C:25]([N:27]2[CH2:32][CH2:31][O:30][CH2:29][CH2:28]2)=[O:26])[CH2:22][NH:21][CH2:20]1)=[O:17] |f:1.2,3.4.5|. Reported procedure: tert-Butyl (3S,5R)-3-[({4-[(3-methoxypropyl)amino]-6-(1-methylethyl)pyridin-3-yl}carbonyl)(2-methylpropyl)amino]-5-(morpholin-4-ylcarbonyl)piperidine-1-carboxylate (268 mg) was dissolved in 4 M hydrogen chloride-ethyl acetate (5 ml), and the mixture was stirred at room temperature for 15 hr. The reaction mixture was concentrated, the residue was purified by reversed-phase preparative HPLC, and the object fraction was concentrated under reduced pressure. Aqueous sodium hydrogen carbonate was adde... Reactants: O=C([O-])O, CC#N, CC1(C)OB(c2cnc3c(c2)c(-c2ccccc2F)cn3COCC[Si](C)(C)C)OC1(C)C, CN(C)C(=O)C(O)c1cc(Br)cnc1N, [Na+], C1CCOC1. The product is CN(C)C(=O)C(O)c1cc(-c2cnc3c(c2)c(-c2ccccc2F)cn3COCC[Si](C)(C)C)cnc1N. As a reaction SMILES: [C:49](=[O:50])([OH:51])[O-:52].[C:59](#[N:60])[CH3:61].[F:1][c:2]1[c:3](-[c:8]2[cH:9][n:10]([CH2:26][O:27][CH2:28][CH2:29][Si:30]([CH3:31])([CH3:32])[CH3:33])[c:11]3[n:12][cH:13][c:14]([B:17]4[O:18][C:19]([CH3:20])([CH3:21])[C:22]([CH3:23])([CH3:24])[O:25]4)[cH:15][c:16]23)[cH:4][cH:5][cH:6][cH:7]1.[NH2:34][c:35]1[n:36][cH:37][c:38]([Br:48])[cH:39][c:40]1[CH:41]([C:42](=[O:43])[N:44]([CH3:45])[CH3:46])[OH:47].[Na+:53].[O:54]1[CH2:55][CH2:56][CH2:57][CH2:58]1>>[F:1][c:2]1[c:3](-[c:8]2[cH:9][n:10]([CH2:26][O:27][CH2:28][CH2:29][Si:30]([CH3:31])([CH3:32])[CH3:33])[c:11]3[n:12][cH:13][c:14](-[c:38]4[cH:37][n:36][c:35]([NH2:34])[c:40]([CH:41]([C:42](=[O:43])[N:44]([CH3:45])[CH3:46])[OH:47])[cH:39]4)[cH:15][c:16]23)[cH:4][cH:5][cH:6][cH:7]1. The reactants are resultant mixture, C(CCC)[B-](C1=CC=CC=C1)(C1=CC=CC=C1)C1=CC=CC=C1.[Li+] (lithium butyltriphenylborate), [I-].C[S+](CC#N)C (dimethylcyanomethylsulfonium iodide). Solvent: O (water), O (water). Yields the product C[S+](CC#N)C.C(CCC)[B-](C1=CC=CC=C1)(C1=CC=CC=C1)C1=CC=CC=C1 (dimethylcyanomethylsulfonium butyltriphenylborate). Yield: 68.4%. RXN SMILES: [CH2:1]([B-:5]([C:18]1[CH:23]=[CH:22][CH:21]=[CH:20][CH:19]=1)([C:12]1[CH:17]=[CH:16][CH:15]=[CH:14][CH:13]=1)[C:6]1[CH:11]=[CH:10][CH:9]=[CH:8][CH:7]=1)[CH2:2][CH2:3][CH3:4].[Li+].[I-].[CH3:26][S+:27]([CH3:31])[CH2:28][C:29]#[N:30]>O>[CH3:26][S+:27]([CH3:31])[CH2:28][C:29]#[N:30].[CH2:1]([B-:5]([C:18]1[CH:23]=[CH:22][CH:21]=[CH:20][CH:19]=1)([C:6]1[CH:7]=[CH:8][CH:9]=[CH:10][CH:11]=1)[C:12]1[CH:17]=[CH:16][CH:15]=[CH:14][CH:13]=1)[CH2:2][CH2:3][CH3:4] |f:0.1,2.3,5.6|. Procedure details: An aqueous solution of 5.00 g of lithium butyltriphenylborate in 100 ml of water was added to an aqueous solution of 3.74 g of dimethylcyanomethylsulfonium iodide in 200 ml of water, and the resultant mixture was stirred at room temperature for 30 minutes. Then, the reaction mixture was filtered, and the resultant crystal was washed with water and dried to give 4.48 g of dimethylcyanomethylsulfonium-butyltriphenylborate. The reactants are BrC1=C(C#N)C(=CC=C1)[N+](=O)[O-] (2-Bromo-6-nitrobenzonitrile). Reagents/catalysts: [Fe] (Iron). Solvent: CO (methanol), O1CCOCC1 (dioxane). Yields the product NC1=C(C#N)C(=CC=C1)Br (2-Amino-6-bromobenzonitrile). Yield: 87.6%. As a reaction SMILES: [Br:1][C:2]1[CH:9]=[CH:8][CH:7]=[C:6]([N+:10]([O-])=O)[C:3]=1[C:4]#[N:5]>CO.O1CCOCC1.[Fe]>[NH2:10][C:6]1[CH:7]=[CH:8][CH:9]=[C:2]([Br:1])[C:3]=1[C:4]#[N:5]. Reported procedure: 2-Bromo-6-nitrobenzonitrile (5 g) was dissolved in a solution of methanol (100 mL) and dioxane (65 mL) and heated to reflux. Iron powder (4.6 g) was added portion wise over 20 minutes and the mixture was heated at reflux for 4 hours. The mixture was allowed to cool to room temperature, filtered and the filtrate was evaporated under vacuum. The residue was triturated with water and the solid was collected by filtration to give the title compound as a light brown solid (3.8 g). Reactants: O=C(Cl)C(=O)Cl, O=C(O)c1c(Cl)cncc1Cl, CN(C)C=O, c1ccccc1. The product is NC(=O)c1c(Cl)cncc1Cl. As a reaction SMILES: [Cl:12][C:13]([C:14]([Cl:15])=[O:16])=[O:17].[Cl:1][c:2]1[c:3]([C:4](=[O:5])[OH:6])[c:7]([Cl:11])[cH:8][n:9][cH:10]1.[O:18]=[CH:19][N:20]([CH3:21])[CH3:22].[cH:23]1[cH:24][cH:25][cH:26][cH:27][cH:28]1>>[Cl:1][c:2]1[c:3]([C:4](=[O:5])[NH2:20])[c:7]([Cl:11])[cH:8][n:9][cH:10]1. The reactants are [Li+].[OH-] (LiOH), N([C@@H](C(C)C)C(=O)N[C@@H](C(C)C)C(=O)N([C@@H](C(C)C)C(=O)N1[C@H](C(=O)OC)CCC1)C)C(=O)OCC1=CC=CC=C1 (Z-Val-Val-MeVal-Pro-OMe), O (water). Run in CO (methanol). Run at time 8 hour. Product: N([C@@H](C(C)C)C(=O)N[C@@H](C(C)C)C(=O)N([C@@H](C(C)C)C(=O)N1[C@H](C(=O)O)CCC1)C)C(=O)OCC1=CC=CC=C1 (Z-Val-Val-MeVal-Pro-OH). The yield is 95.8%. As a reaction SMILES: [NH:1]([C:32]([O:34][CH2:35][C:36]1[CH:41]=[CH:40][CH:39]=[CH:38][CH:37]=1)=[O:33])[C@H:2]([C:6]([NH:8][C@H:9]([C:13]([N:15]([CH3:31])[C@H:16]([C:20]([N:22]1[CH2:30][CH2:29][CH2:28][C@H:23]1[C:24]([O:26]C)=[O:25])=[O:21])[CH:17]([CH3:19])[CH3:18])=[O:14])[CH:10]([CH3:12])[CH3:11])=[O:7])[CH:3]([CH3:5])[CH3:4].[Li+].[OH-].O>CO>[NH:1]([C:32]([O:34][CH2:35][C:36]1[CH:41]=[CH:40][CH:39]=[CH:38][CH:37]=1)=[O:33])[C@H:2]([C:6]([NH:8][C@H:9]([C:13]([N:15]([CH3:31])[C@H:16]([C:20]([N:22]1[CH2:30][CH2:29][CH2:28][C@H:23]1[C:24]([OH:26])=[O:25])=[O:21])[CH:17]([CH3:19])[CH3:18])=[O:14])[CH:10]([CH3:11])[CH3:12])=[O:7])[CH:3]([CH3:4])[CH3:5] |f:1.2|. Reported procedure: 31.96 g (57 mmol) Z-Val-Val-MeVal-Pro-OMe were dissolved in 250 ml methanol. 102.6 ml of a 1 N LiOH solution was added and the mixture stirred overnight at room temperature. After addition of 500 ml water, the aqueous phase was washed three times with ethyl acetate, adjusted to pH 2 at 0° C. and extracted three times with ethyl acetate. The organic phase was dried over sodium sulfate and evaporated to dryness yielding 30.62 g of the desired product as a white solid. Reactants: (2R,3R)-3-methoxy-2-methyl-N-[(1S)-2-phenyl-1-(1,3-thiazol-2-yl)ethyl]-3-[(2S)-pyrrolidin-2-yl]propanamide, trifluoroacetic acid salt, CO[C@H]([C@H](C(N[C@@H](CC1=CC=CC=C1)C=1SC=CN1)=O)C)[C@H]1N(CCC1)C(=O)OC(C)(C)C (tert-butyl (2S)-2-[(1R,2R)-1-methoxy-2-methyl-3-oxo-3-{[(1S)-2-phenyl-1-(1,3-thiazol-2-yl)ethyl]amino}propyl]pyrrolidine-1-carboxylate), FC(C(=O)O)(F)F (trifluoroacetic acid). Run in ClCCl (dichloromethane). The product is C(C)(C)(C)OC(=O)N1[C@@H](CCC1)[C@@H]([C@H](C(=O)O)C)OC ((2R,3R)-3-[(2S)-1-(tert-Butoxycarbonyl)pyrrolidin-2-yl]-3-methoxy-2-methylpropanoic acid). As a reaction SMILES: [CH3:1][O:2][C@@H:3]([C@@H:22]1[CH2:26][CH2:25][CH2:24][N:23]1[C:27]([O:29][C:30]([CH3:33])([CH3:32])[CH3:31])=[O:28])[C@@H:4]([CH3:21])[C:5](=[O:20])N[C@H](C1SC=CN=1)CC1C=CC=CC=1.FC(F)(F)C(O)=[O:37]>ClCCl>[C:30]([O:29][C:27]([N:23]1[CH2:24][CH2:25][CH2:26][C@H:22]1[C@H:3]([O:2][CH3:1])[C@@H:4]([CH3:21])[C:5]([OH:20])=[O:37])=[O:28])([CH3:33])([CH3:32])[CH3:31]. Reported procedure: Synthesis of (2R,3R)-3-methoxy-2-methyl-N-[(1S)-2-phenyl-1-(1,3-thiazol-2-yl)ethyl]-3-[(2S)-pyrrolidin-2-yl]propanamide, trifluoroacetic acid salt (#19). According to general procedure B, from #16 (607 mg, 1.28 mmol, 1 eq.), dichloromethane (10 mL, 0.13 M) and trifluoroacetic acid (2 mL) was synthesized #19 (640 mg, quantitative), which was used in the next step without further purification. 1H NMR (400 MHz, DMSO-d6) δ 8.96-9.07 (br m, 1H), 8.89 (d, J=8.8 Hz, 1H), 7.87-8.00 (br m, 1H), 7.80 (d, ...